This data is from the Open Reaction Database (ORD), a public repository of structured organic reaction records. The task is: describe an organic reaction: reactants, conditions, products, and yield The yield is 99.0%. Reaction conditions: temperature 120 celsius, time 15 minute. Yields the product CCOC(=O)C1CCCC1=O (ethyl cyclopentanone-2-carboxylate). As a reaction SMILES: [C:1]([O:12]CC)(=O)[CH2:2][CH2:3][CH2:4][CH2:5][C:6]([O:8][CH2:9][CH3:10])=[O:7].[O-]CC.[Na+].S(=O)(=O)(O)O>>[CH3:10][CH2:9][O:8][C:6]([CH:5]1[C:1](=[O:12])[CH2:2][CH2:3][CH2:4]1)=[O:7] |f:1.2|. Reported procedure: The process was carried out in a high-viscosity reactor model CRP 2,5 Batch from List AG. The high-viscosity reactor is a machine having two horizontal corotating mixing shafts. Kneading devices which intermesh and thus ensure rapid and homogeneous mixing are located on the shafts. In addition, the machine has a discharge screw by means of which the product can be conveyed out of the reaction chamber. It can be operated continuously or batchwise. The reactor has a free volume of about 2.5 l. The... The reactants are C(CCCCC(=O)OCC)(=O)OCC (diethyl adipate), [O-]CC.[Na+] (sodium ethoxide), S(O)(O)(=O)=O (sulphuric acid). Yields the product Cl, CCN1CCN(Cc2ccc(N)nc2)CC1. Reaction SMILES: [C:1]([O:2][C:3](=[O:4])[NH:7][c:8]1[n:9][cH:10][c:11]([CH2:14][N:15]2[CH2:16][CH2:17][N:18]([CH2:21][CH3:22])[CH2:19][CH2:20]2)[cH:12][cH:13]1)([CH3:5])([CH3:6])[CH3:23].[ClH:24].[O:25]1[CH2:26][CH2:27][O:28][CH2:29][CH2:30]1>>[ClH:24].[NH2:7][c:8]1[n:9][cH:10][c:11]([CH2:14][N:15]2[CH2:16][CH2:17][N:18]([CH2:21][CH3:22])[CH2:19][CH2:20]2)[cH:12][cH:13]1. The reactants are CCN1CCN(Cc2ccc(NC(=O)OC(C)(C)C)nc2)CC1, Cl, C1COCCO1. Reactants: NCCS (cysteamine), Cl (hydrochloric acid), COC=1C=C(C(C(=O)O)=CC1)O (4-methoxysalicylic acid), C(OCC)(=O)Cl (ethyl chlorocarbonate). The solvent is C(Cl)Cl (methylene chloride), C(Cl)Cl (methylene chloride), C(C)N(CC)CC (triethylamine). Run at temperature -15 celsius, time 1.5 hour. Yields the product C(C)OC(=O)OC1=C(C(=O)NCCS)C=CC(=C1)OC (N-(2-ethoxycarbonyloxy-4-methoxybenzoyl)cysteamine). Isolated yield 89.0%. As a reaction SMILES: [CH3:1][O:2][C:3]1[CH:4]=[C:5]([OH:12])[C:6](=[CH:10][CH:11]=1)[C:7]([OH:9])=O.[C:13](Cl)(=[O:17])[O:14][CH2:15][CH3:16].[NH2:19][CH2:20][CH2:21][SH:22].Cl>C(Cl)Cl.C(N(CC)CC)C>[CH2:15]([O:14][C:13]([O:12][C:5]1[CH:4]=[C:3]([O:2][CH3:1])[CH:11]=[CH:10][C:6]=1[C:7]([NH:19][CH2:20][CH2:21][SH:22])=[O:9])=[O:17])[CH3:16]. Reported procedure: Under argon atmosphere, 2.84 g of 4-methoxysalicylic acid was dispersed in 45 ml of methylene chloride, and the dispersion was cooled to -15° C. To the dispersion was added 3.76 g of triethylamine and 3.77 g of ethyl chlorocarbonate, and the mixture was agitated for 1.5 hour. To the mixture was added a solution of 1.56 g of cysteamine in 5 ml of methylene chloride, and the mixture was agitated at -15° C. for 2 hours. The reaction mixture was poured into 1N aqueous hydrochloric acid, and extracte... Starting materials: ( a ), ( b ), Br.ClC1=C(C=C(C=C1)C1(N(C(SC1)=NC1=CC=CC=C1)CCCCCC)O)S(N(C)C)(=O)=O (4-(4-chloro-3-dimethylsulfamoylphenyl)-3-n-hexyl-2-phenyliminothiazolidin-4-ol hydrobromide), BrCC(=O)C1=CC(=C(C=C1)Cl)S(N(C)C)(=O)=O (2-bromo-4'-chloro-3'-dimethylsulfamoylacetophenone), C(CCCCC)NC(NC1=CC=CC=C1)=S (3-n-hexyl-1-phenylthiourea). Yields the product Br.ClC1=C(C=C(C=C1)C=1N(C(SC1)=NC1=CC=CC=C1)CCCCCC)S(N(C)C)(=O)=O (4-(4-Chloro-3-dimethylsulfamoylphenyl)-3-n-hexyl-2-phenylimino-4-thiazoline hydrobromide). Reaction SMILES: [Br:1]CC(C1C=CC(Cl)=C(S(=O)(=O)N(C)C)C=1)=O.C(NC(=S)NC1C=CC=CC=1)CCCCC.Br.[Cl:35][C:36]1[CH:41]=[CH:40][C:39]([C:42]2(O)[CH2:46][S:45][C:44](=[N:47][C:48]3[CH:53]=[CH:52][CH:51]=[CH:50][CH:49]=3)[N:43]2[CH2:54][CH2:55][CH2:56][CH2:57][CH2:58][CH3:59])=[CH:38][C:37]=1[S:61](=[O:66])(=[O:65])[N:62]([CH3:64])[CH3:63]>>[BrH:1].[Cl:35][C:36]1[CH:41]=[CH:40][C:39]([C:42]2[N:43]([CH2:54][CH2:55][CH2:56][CH2:57][CH2:58][CH3:59])[C:44](=[N:47][C:48]3[CH:49]=[CH:50][CH:51]=[CH:52][CH:53]=3)[S:45][CH:46]=2)=[CH:38][C:37]=1[S:61](=[O:66])(=[O:65])[N:62]([CH3:64])[CH3:63] |f:2.3,4.5|. Procedure details: Obtained (a) by a procedure analogous to that indicated in Example 1(a), from 2-bromo-4'-chloro-3'-dimethylsulfamoylacetophenone and 3-n-hexyl-1-phenylthiourea, or (b) by a procedure analogous to that indicated in Example 1(b), from 4-(4-chloro-3-dimethylsulfamoylphenyl)-3-n-hexyl-2-phenyliminothiazolidin-4-ol hydrobromide. Colorless crystals; melting point 234° C. (with decomposition). The reactants are COc1ccc2c(C(O)c3ccc(Br)cc3)ccnc2c1, C[Si](C)(C)[N-][Si](C)(C)C, CO, Cc1ccccc1, [Li+], O=C(C=Cc1ccccc1)C=Cc1ccccc1, O=C(C=Cc1ccccc1)C=Cc1ccccc1, O=C(C=Cc1ccccc1)C=Cc1ccccc1, [Pd], [Pd]. Product: COc1ccc2c(C(O)c3ccc(N)cc3)ccnc2c1. RXN SMILES: [Br:1][c:2]1[cH:3][cH:4][c:5]([CH:8]([OH:9])[c:10]2[cH:11][cH:12][n:13][c:14]3[cH:15][c:16]([O:20][CH3:21])[cH:17][cH:18][c:19]23)[cH:6][cH:7]1.[CH3:23][Si:24]([N-:27][Si:25]([CH3:26])([CH3:28])[CH3:29])([CH3:30])[CH3:31].[CH3:32][OH:33].[CH3:34][c:35]1[cH:36][cH:37][cH:38][cH:39][cH:40]1.[Li+:22].[O:43]=[C:44]([CH:45]=[CH:46][c:47]1[cH:48][cH:49][cH:50][cH:51][cH:52]1)[CH:53]=[CH:54][c:55]1[cH:56][cH:57][cH:58][cH:59][cH:60]1.[O:61]=[C:62]([CH:63]=[CH:64][c:65]1[cH:66][cH:67][cH:68][cH:69][cH:70]1)[CH:71]=[CH:72][c:73]1[cH:74][cH:75][cH:76][cH:77][cH:78]1.[O:79]=[C:80]([CH:81]=[CH:82][c:83]1[cH:84][cH:85][cH:86][cH:87][cH:88]1)[CH:89]=[CH:90][c:91]1[cH:92][cH:93][cH:94][cH:95][cH:96]1.[Pd:41].[Pd:42]>>[c:2]1([NH2:27])[cH:3][cH:4][c:5]([CH:8]([OH:9])[c:10]2[cH:11][cH:12][n:13][c:14]3[cH:15][c:16]([O:20][CH3:21])[cH:17][cH:18][c:19]23)[cH:6][cH:7]1. Starting materials: ClC1N=C(C=CN1[N+](=O)[O-])Cl (2,6-dichloro-3-nitropyrimidine), CC=1C=CC(=CC1)N (p-tolylamine), CCN(C(C)C)C(C)C (DIEA). Solvent: O1CCOCC1 (dioxane). Run at temperature 200 celsius, time 20 minute. Yields the product C1(=CC=C(C=C1)NC1N=C(C=CN1[N+](=O)[O-])NC1=CC=C(C=C1)C)C (2,6-Bis(p-tolylamino)-3-nitro-pyrimidine). The yield is 94.6%. Reaction SMILES: Cl[CH:2]1[N:7]([N+:8]([O-:10])=[O:9])[CH:6]=[CH:5][C:4](Cl)=[N:3]1.[CH3:12][C:13]1[CH:14]=[CH:15][C:16]([NH2:19])=[CH:17][CH:18]=1.CC[N:22]([CH:26]([CH3:28])[CH3:27])C(C)C>O1CCOCC1>[C:13]1([CH3:12])[CH:18]=[CH:17][C:16]([NH:19][CH:2]2[N:7]([N+:8]([O-:10])=[O:9])[CH:6]=[CH:5][C:4]([NH:22][C:26]3[CH:27]=[CH:18][C:13]([CH3:14])=[CH:12][CH:28]=3)=[N:3]2)=[CH:15][CH:14]=1. Procedure details: A mixture of 2,6-dichloro-3-nitropyrimidine (194 mg, 1 mmol), p-tolylamine (236 mg, 2.2 mmol) and DIEA (524 μL, 3 mmol) in 3 mL dioxane was stirred in microwave at 200° C. for 20 min. After removal of the solvent, the residue was dissolved in chloroform and subjected to silica gel column purification to give 319 mg (yield: 95%) title compound. Calculated mass=335. Observed mass=336.